Dataset: the Open Reaction Database (ORD), a public repository of structured organic reaction records. Task: describe an organic reaction: reactants, conditions, products, and yield The reactants are S(=O)(=O)([O-])[O-].[Na+].[Na+] (sodium sulfate), ClC(C(O)O)(Cl)Cl (chloralhydrate), Cl (HCl), NO (hydroxylamine), Cl.ClC1=C(N)C=CC=C1OC (2-chloro-3-methoxyaniline hydrochloride). The solvent is O (water), O (water). Product: ClC1=C(C=CC=C1OC)NC(C=NO)=O (N-(2-chloro-3-methoxyphenyl)-2-hydroxyimino-acetamide). Reaction SMILES: S([O-])([O-])(=O)=O.[Na+].[Na+].Cl[C:9](Cl)(Cl)[CH:10]([OH:12])O.Cl.[Cl:16][C:17]1[C:23]([O:24][CH3:25])=[CH:22][CH:21]=[CH:20][C:18]=1[NH2:19].Cl.[NH2:27][OH:28]>O>[Cl:16][C:17]1[C:23]([O:24][CH3:25])=[CH:22][CH:21]=[CH:20][C:18]=1[NH:19][C:10](=[O:12])[CH:9]=[N:27][OH:28] |f:0.1.2,4.5|. Procedure details: To a stirred solution of sodium sulfate (58.5 g, 412 mmol) in water (100 mL) was added a solution of chloralhydrate (9.36 g, 56.6 mmol) in water (120 mL). Chloroanisidine 215d (10 g, 51.5 mmol) was added followed by 37% HCl (20 mL). A solution of hydroxylamine (50% in water, 4.7 mL, 154.5 mmol) in 50 mL was then added and the reaction mixture was refluxed for 90 min. The suspended solid was filtered off, and washed with water and ether. Organics were dried over Na2SO4, filtered, and concentrated... Reactants: II, NC1=CC=C(C(=O)NC2=CC(=CC=C2)NC2=NC(=NC(=C2)C)N)C=C1 (4-Amino-N-[3-(2-amino-6-methylpyrimidin-4-ylamino)phenyl]-benzamide), Cl (HCl), CCO (EtOH), ClC1=CC=NC2=CC=CC=C12 (4-chloroquinoline), 463. Solvent: O (H2O). Yields the product Cl.NC1=NC(=CC(=N1)NC=1C=C(C=CC1)NC(C1=CC=C(C=C1)NC1=CC=NC2=CC=CC=C12)=O)C (N-[3-(2-Amino-6-methylpyrimidin-4-ylamino)phenyl]-4-(quinolin-4-ylamino)benzamide hydrochloride). Reaction SMILES: [NH2:1][C:2]1[CH:25]=[CH:24][C:5]([C:6]([NH:8][C:9]2[CH:14]=[CH:13][CH:12]=[C:11]([NH:15][C:16]3[CH:21]=[C:20]([CH3:22])[N:19]=[C:18]([NH2:23])[N:17]=3)[CH:10]=2)=[O:7])=[CH:4][CH:3]=1.CCO.[Cl:29][C:30]1[C:39]2[C:34](=[CH:35][CH:36]=[CH:37][CH:38]=2)[N:33]=[CH:32][CH:31]=1.Cl>O>[ClH:29].[NH2:23][C:18]1[N:17]=[C:16]([NH:15][C:11]2[CH:10]=[C:9]([NH:8][C:6](=[O:7])[C:5]3[CH:24]=[CH:25][C:2]([NH:1][C:30]4[C:39]5[C:34](=[CH:35][CH:36]=[CH:37][CH:38]=5)[N:33]=[CH:32][CH:31]=4)=[CH:3][CH:4]=3)[CH:14]=[CH:13][CH:12]=2)[CH:21]=[C:20]([CH3:22])[N:19]=1 |f:5.6|. Procedure details: To a solution of amine E4 (0.26 g, 0.63 mmol) in 1:2 EtOH:H2O (30 mL) were sequentially added 4-chloroquinoline (0.62 g, 3.78 mmol) and c.HCl (0.17 mL, 5.67 mmol), and the resulting mixture refluxed for 3 h (reaction progress followed by TLC, eluting with the top phase of a 5:4:1 mixture of n-BuOH:H2O:acetic acid; product Rf=0.43, yellow spot after staining with KMnO4). After this time, solvent was removed under reduced pressure, and the residue dried via three MeOH-azeotrope cycles. The residue...